From a dataset of the Open Reaction Database (ORD), a public repository of structured organic reaction records. describe an organic reaction: reactants, conditions, products, and yield Starting materials: C(#N)C=1C=CC(=C(C(=O)N[C@@H](C)C2=CC=C(C(=O)OC)C=C2)C1)OC1=CC(=CC=C1)F (Methyl 4-((1S)-1-{[5-cyano-2-(3-fluorophenoxy)benzoyl]amino}ethyl)benzoate), B(Br)(Br)Br (boron tribromide), O (water). The solvent is ClCCl (dichloromethane). Run at time 6 hour. Yields the product C(#N)C=1C=CC(=C(C(=O)N[C@@H](C)C2=CC=C(C(=O)O)C=C2)C1)OC1=CC(=CC=C1)F (4-((1S)-1-{[5-Cyano-2-(3-fluorophenoxy)benzoyl]amino}ethyl)benzoic acid). The yield is 32.6%. Reaction SMILES: [C:1]([C:3]1[CH:4]=[CH:5][C:6]([O:24][C:25]2[CH:30]=[CH:29][CH:28]=[C:27]([F:31])[CH:26]=2)=[C:7]([CH:23]=1)[C:8]([NH:10][C@H:11]([C:13]1[CH:22]=[CH:21][C:16]([C:17]([O:19]C)=[O:18])=[CH:15][CH:14]=1)[CH3:12])=[O:9])#[N:2].B(Br)(Br)Br.O>ClCCl>[C:1]([C:3]1[CH:4]=[CH:5][C:6]([O:24][C:25]2[CH:30]=[CH:29][CH:28]=[C:27]([F:31])[CH:26]=2)=[C:7]([CH:23]=1)[C:8]([NH:10][C@H:11]([C:13]1[CH:22]=[CH:21][C:16]([C:17]([OH:19])=[O:18])=[CH:15][CH:14]=1)[CH3:12])=[O:9])#[N:2]. Procedure details: To a stirred solution of methyl 4-((1S)-1-{[5-cyano-2-(3-fluorophenoxy)benzoyl]amino}ethyl)benzoate (step 2, 200 mg, 0.47 mmol) in dichloromethane (10 mL) was added a solution of boron tribromide (1 M in dichloromethane, 0.95 mL, 0.95 mmol) dropwise at 0° C. The resulting mixture was stirred at room temperature for 6 h. The reaction mixture was poured into water (10 mL) and the whole was extracted with ethyl acetate (50 mL). The organic layer was dried over magnesium sulfate and concentrated und... Starting materials: CC(C)([O-])C.[K+] (Potassium tert-butoxide), COC(C(C(=O)OC)CC(=C)Br)=O (2-(2-Bromo-2-propenyl)-1,3-propanedioic Acid Dimethyl Ester), BrCC(=O)OC(C)(C)C (tert-butyl bromoacetate). Run in C1CCOC1 (THF). Reaction conditions: time 20 minute. Yields the product COC(C(CC(=O)OC(C)(C)C)(C(=O)OC)CC(=C)Br)=O (2-(2-Bromo-2-propenyl)-2-(methoxycarbonyl)-1,4-butanedioic Acid 4-(1,1-Dimethylethyl) 1-Methyl Ester). The yield is 84.7%. RXN SMILES: [CH3:1][O:2][C:3](=[O:13])[CH:4]([CH2:9][C:10]([Br:12])=[CH2:11])[C:5]([O:7][CH3:8])=[O:6].CC(C)([O-])C.[K+].Br[CH2:21][C:22]([O:24][C:25]([CH3:28])([CH3:27])[CH3:26])=[O:23]>C1COCC1>[CH3:8][O:7][C:5](=[O:6])[C:4]([CH2:9][C:10]([Br:12])=[CH2:11])([C:3]([O:2][CH3:1])=[O:13])[CH2:21][C:22]([O:24][C:25]([CH3:28])([CH3:27])[CH3:26])=[O:23] |f:1.2|. Procedure: The title compound of Example 1A (0.5 g, 2 mmol) dissolved in THF (20 mL) was cooled to 0° under nitrogen. Potassium tert-butoxide (0.25 g, 2.2 mmol) was added all at once. After a further 20 min, tert-butyl bromoacetate (0.39 g, 2.2 mmol) was added dropwise from a syringe. The reaction mixture was stirred 16 h at room temperature. The excess base was destroyed by the addition of wet THF (2 ml) followed by the addition of H2O (40 mL) and EtOAc (40 mL). The organic phase was dried (MgSO4) and con...